Dataset: the Open Reaction Database (ORD), a public repository of structured organic reaction records. Task: describe an organic reaction: reactants, conditions, products, and yield Starting materials: C(CCCC)C1=CC=C(C=C1)C1=NC=C(C=C1)O (2-(p-pentylphenyl)-5-hydroxypyridine), [OH-].[K+] (potassium hydroxide), 2g, BrCCCC (1-bromobutane). Run in C(C)O (ethanol). The product is C(CCCC)C1=CC=C(C=C1)C1=NC=C(C=C1)OCCCC (2-(p-pentylphenyl)-5-butyloxypyridine). As a reaction SMILES: [CH2:1]([C:6]1[CH:11]=[CH:10][C:9]([C:12]2[CH:17]=[CH:16][C:15]([OH:18])=[CH:14][N:13]=2)=[CH:8][CH:7]=1)[CH2:2][CH2:3][CH2:4][CH3:5].Br[CH2:20][CH2:21][CH2:22][CH3:23].[OH-].[K+]>C(O)C>[CH2:1]([C:6]1[CH:11]=[CH:10][C:9]([C:12]2[CH:17]=[CH:16][C:15]([O:18][CH2:20][CH2:21][CH2:22][CH3:23])=[CH:14][N:13]=2)=[CH:8][CH:7]=1)[CH2:2][CH2:3][CH2:4][CH3:5] |f:2.3|. Procedure: 2.8g of the resulting 2-(p-pentylphenyl)-5-hydroxypyridine, 2g of 1-bromobutane and 0.8g of potassium hydroxide placed in 60ml of ethanol were heated under reflux for 4 hours. The potassium bromide precipitated during the reaction was removed by filtration. The ethanol was removed by distillation. The residue was extracted with diethylether and the ether layer was washed with water several times and then the ether was removed by distillation. The residue was distilled under reduced pressure. The... Reactants: C=CCCl, CCO[SiH](OCC)OCC, Cc1ccc(C)cc1. Product: CCO[Si](CCCCl)(OCC)OCC. Reaction SMILES: [CH2:1]([CH:2]=[CH2:3])[Cl:4].[CH2:5]([CH3:6])[O:7][SiH:8]([O:9][CH2:10][CH3:11])[O:12][CH2:13][CH3:14].[CH3:15][c:16]1[cH:17][cH:18][c:19]([CH3:20])[cH:21][cH:22]1>>[CH2:1]([CH2:2][CH2:3][Si:8]([O:7][CH2:5][CH3:6])([O:9][CH2:10][CH3:11])[O:12][CH2:13][CH3:14])[Cl:4]. The reactants are COC(=O)c1ccc(Oc2cccc(C(F)(F)F)c2)cc1, CO, [Na+], C1CCOC1, [OH-]. The product is O=C(O)c1ccc(Oc2cccc(C(F)(F)F)c2)cc1. Reaction SMILES: [CH3:1][O:2][C:3]([c:4]1[cH:5][cH:6][c:7]([O:10][c:11]2[cH:12][c:13]([C:17]([F:18])([F:19])[F:20])[cH:14][cH:15][cH:16]2)[cH:8][cH:9]1)=[O:21].[CH3:29][OH:30].[Na+:23].[O:24]1[CH2:25][CH2:26][CH2:27][CH2:28]1.[OH-:22]>>[O:2]=[C:3]([c:4]1[cH:5][cH:6][c:7]([O:10][c:11]2[cH:12][c:13]([C:17]([F:18])([F:19])[F:20])[cH:14][cH:15][cH:16]2)[cH:8][cH:9]1)[OH:21]. Reactants: [Al+3], C1CCOC1, CCOC(=O)C1(N2CCN(S(=O)(=O)c3ccccc3Cl)CC2)CCC1, [H-], [H-], [H-], [H-], [Li+]. Product: CCOC(=O)C1(N2CCN(S(=O)(=O)c3ccccc3Cl)CC2)CC1. As a reaction SMILES: [Al+3:27].[CH2:32]1[O:33][CH2:34][CH2:35][CH2:36]1.[Cl:1][c:2]1[c:3]([S:8](=[O:9])(=[O:10])[N:11]2[CH2:12][CH2:13][N:14]([C:17]3([C:21](=[O:22])[O:23][CH2:24][CH3:25])[CH2:18][CH2:19][CH2:20]3)[CH2:15][CH2:16]2)[cH:4][cH:5][cH:6][cH:7]1.[H-:26].[H-:29].[H-:30].[H-:31].[Li+:28]>>[Cl:1][c:2]1[c:3]([S:8](=[O:9])(=[O:10])[N:11]2[CH2:12][CH2:13][N:14]([C:17]3([C:21](=[O:22])[O:23][CH2:24][CH3:25])[CH2:19][CH2:20]3)[CH2:15][CH2:16]2)[cH:4][cH:5][cH:6][cH:7]1. Starting materials: CC(=O)N(CC1CCC1)c1ccc(S(=O)(=O)Cl)c(C)n1, COC(=O)C(Cc1ccc(-c2ccc(C#N)cc2)cc1)NC(=O)C1Cc2cc3c(cc2CN1)OC(c1ccc(OCc2ccc(Cl)c(Cl)c2)cc1)CO3. Yields the product COC(=O)C(Cc1ccc(-c2ccc(C#N)cc2)cc1)NC(=O)C1Cc2cc3c(cc2CN1S(=O)(=O)c1ccc(N(CC2CCC2)C(C)=O)nc1C)OC(c1ccc(OCc2ccc(Cl)c(Cl)c2)cc1)CO3. As a reaction SMILES: [C:54]([CH3:55])(=[O:56])[N:57]([c:58]1[cH:59][cH:60][c:61]([S:65](=[O:66])(=[O:67])[Cl:68])[c:62]([CH3:64])[n:63]1)[CH2:69][CH:70]1[CH2:71][CH2:72][CH2:73]1.[CH3:1][O:2][C:3]([CH:4]([CH2:5][c:6]1[cH:7][cH:8][c:9](-[c:12]2[cH:13][cH:14][c:15]([C:18]#[N:19])[cH:16][cH:17]2)[cH:10][cH:11]1)[NH:20][C:21](=[O:22])[CH:23]1[NH:24][CH2:25][c:26]2[cH:27][c:28]3[c:29]([cH:30][c:31]2[CH2:32]1)[O:33][CH2:34][CH:35]([c:37]1[cH:38][cH:39][c:40]([O:43][CH2:44][c:45]2[cH:46][c:47]([Cl:52])[c:48]([Cl:51])[cH:49][cH:50]2)[cH:41][cH:42]1)[O:36]3)=[O:53]>>[CH3:1][O:2][C:3]([CH:4]([CH2:5][c:6]1[cH:7][cH:8][c:9](-[c:12]2[cH:13][cH:14][c:15]([C:18]#[N:19])[cH:16][cH:17]2)[cH:10][cH:11]1)[NH:20][C:21](=[O:22])[CH:23]1[N:24]([S:65]([c:61]2[cH:60][cH:59][c:58]([N:57]([C:54]([CH3:55])=[O:56])[CH2:69][CH:70]3[CH2:71][CH2:72][CH2:73]3)[n:63][c:62]2[CH3:64])(=[O:66])=[O:67])[CH2:25][c:26]2[cH:27][c:28]3[c:29]([cH:30][c:31]2[CH2:32]1)[O:33][CH2:34][CH:35]([c:37]1[cH:38][cH:39][c:40]([O:43][CH2:44][c:45]2[cH:46][c:47]([Cl:52])[c:48]([Cl:51])[cH:49][cH:50]2)[cH:41][cH:42]1)[O:36]3)=[O:53]. Reactants: ClC1=CC=C2C(=N1)OC1=C2C=CC=C1 (2-chlorobenzofuro[2,3-b]pyridine), C1(=CC=CC=C1)C (toluene), C1(=CC=CC=C1)B(O)O (phenylboronic acid), P(=O)([O-])([O-])[O-].[K+].[K+].[K+] (potassium phosphate). Reagents/catalysts: C1(CCCCC1)P(C1=C(C=CC=C1)C1=C(C=CC=C1OC)OC)C1CCCCC1 (2-dicyclohexylphosphino-2′,6′-dimethoxybiphenyl). The solvent is O (water). Product: C1(=CC=CC=C1)C1=CC=C2C(=N1)OC1=C2C=CC=C1 (2-phenylbenzofuro[2,3-b]pyridine). Yield: 90.5%. RXN SMILES: Cl[C:2]1[N:7]=[C:6]2[O:8][C:9]3[CH:14]=[CH:13][CH:12]=[CH:11][C:10]=3[C:5]2=[CH:4][CH:3]=1.[C:15]1(B(O)O)[CH:20]=[CH:19][CH:18]=[CH:17][CH:16]=1.P([O-])([O-])([O-])=O.[K+].[K+].[K+].C1(C)C=CC=CC=1>C1(P(C2CCCCC2)C2C=CC=CC=2C2C(OC)=CC=CC=2OC)CCCCC1.O>[C:15]1([C:2]2[N:7]=[C:6]3[O:8][C:9]4[CH:14]=[CH:13][CH:12]=[CH:11][C:10]=4[C:5]3=[CH:4][CH:3]=2)[CH:20]=[CH:19][CH:18]=[CH:17][CH:16]=1 |f:2.3.4.5|. Procedure details: 2-chlorobenzofuro[2,3-b]pyridine (1.33 g, 6.53 mmol), phenylboronic acid (1.19 g, 9.80 mmol), potassium phosphate (4.51 g, 19.59 mmol), 2-dicyclohexylphosphino-2′,6′-dimethoxybiphenyl (0.214 g, 0.522 mmol) and Pd2(bda)3 (0.119 g, 0.13 mmol) were to toluene (40 mL) and water (4 mL). Nitrogen was bubbled through the solution for 30 minutes and then the solution was refluxed for overnight in an atmosphere of nitrogen. The reaction was then allowed to cool to room temperature and the organic phase w... The reactants are ClC1=NC2=CC=CC=C2C(=C1)C(=O)O (2-chloroquinoline-4-carboxylic acid), NC1=C(C=C(C(=O)OC)C=C1C)C (methyl 4-amino-3,5-dimethylbenzoate), C(C)(C)N(C(C)C)CC (N,N-diisopropylethylamine), CCCP1(=O)OP(=O)(OP(=O)(O1)CCC)CCC (1-propanephosphonic acid cyclic anhydride). Solvent: C(Cl)Cl (CH2Cl2), O (water). Reaction conditions: temperature 40 celsius, time 10 minute. Yields the product ClC1=NC2=CC=CC=C2C(=C1)C(=O)NC1=C(C=C(C(=O)OC)C=C1C)C (methyl 4-[(2-chloroquinoline-4-carbonyl)amino]-3,5-dimethyl-benzoate). Isolated yield 960.3%. RXN SMILES: [Cl:1][C:2]1[CH:11]=[C:10]([C:12]([OH:14])=O)[C:9]2[C:4](=[CH:5][CH:6]=[CH:7][CH:8]=2)[N:3]=1.[NH2:15][C:16]1[C:25]([CH3:26])=[CH:24][C:19]([C:20]([O:22][CH3:23])=[O:21])=[CH:18][C:17]=1[CH3:27].C(N(CC)C(C)C)(C)C.CCCP1(OP(CCC)(=O)OP(CCC)(=O)O1)=O>C(Cl)Cl.O>[Cl:1][C:2]1[CH:11]=[C:10]([C:12]([NH:15][C:16]2[C:17]([CH3:27])=[CH:18][C:19]([C:20]([O:22][CH3:23])=[O:21])=[CH:24][C:25]=2[CH3:26])=[O:14])[C:9]2[C:4](=[CH:5][CH:6]=[CH:7][CH:8]=2)[N:3]=1. Procedure: To a solution of 2-chloroquinoline-4-carboxylic acid (5.00 g, 0.0024 mol) in CH2Cl2 (50 mL) at 0° C. are added methyl 4-amino-3,5-dimethylbenzoate (3.88 g, 0.02167 mol, see preparation 12) and N,N-diisopropylethylamine (12.5 ml, 0.07225 mol). After stirring the reaction mixture for 10 minutes, 1-propanephosphonic acid cyclic anhydride (50% solution in ethyl acetate, 31.0 ml, 0.048 mol) is added via syringe and heated at 40° C. After 5 hours, the reaction mixture is diluted with water and extract...